This data is from the Open Reaction Database (ORD), a public repository of structured organic reaction records. The task is: describe an organic reaction: reactants, conditions, products, and yield Starting materials: C([O-])([O-])=O.[K+].[K+] (potassium carbonate), Cl (HCl), OCC=1NC=C(C(C1)=O)OCC1=CC=C(C=C1)OC (2-(hydroxymethyl)-5-(4-methoxybenzyloxy)pyridin-4(1H)-one), OCC=1NC=C(C(C1)=O)OCC1=CC=C(C=C1)OC (2-(hydroxymethyl)-5-(4-methoxybenzyloxy)pyridin-4(1H)-one), COC1=CC=C(CCl)C=C1 (4-methoxybenzyl chloride). The solvent is O (water), CN(C)C=O (DMF). Run at time 1 hour. Yields the product COC1=CC=C(COC2=CC(=NC=C2OCC2=CC=C(C=C2)OC)CO)C=C1 ((4,5-bis(4-methoxybenzyloxy)pyridin-2-yl)methanol). Isolated yield 51.6%. As a reaction SMILES: [OH:1][CH2:2][C:3]1[NH:4][CH:5]=[C:6]([O:10][CH2:11][C:12]2[CH:17]=[CH:16][C:15]([O:18][CH3:19])=[CH:14][CH:13]=2)[C:7](=[O:9])[CH:8]=1.[CH3:20][O:21][C:22]1[CH:29]=[CH:28][C:25]([CH2:26]Cl)=[CH:24][CH:23]=1.C(=O)([O-])[O-].[K+].[K+].Cl>CN(C=O)C.O>[CH3:20][O:21][C:22]1[CH:29]=[CH:28][C:25]([CH2:26][O:9][C:7]2[C:6]([O:10][CH2:11][C:12]3[CH:13]=[CH:14][C:15]([O:18][CH3:19])=[CH:16][CH:17]=3)=[CH:5][N:4]=[C:3]([CH2:2][OH:1])[CH:8]=2)=[CH:24][CH:23]=1 |f:2.3.4|. Procedure details: To a solution of 2-(hydroxymethyl)-5-(4-methoxybenzyloxy)pyridin-4(1H)-one (Intermediate 62, 3.48 g, 13.32 mmol) in DMF (100 mL) at room temperature was added 4-methoxybenzyl chloride (1.987 mL, 14.65 mmol) followed by potassium carbonate (2.273 mL, 39.96 mmol). The reaction mixture was stirred for 1 hour at room temperature then heated at 80° C. for 1.5 hours. The reaction mixture was cooled to room temperature, poured into water and extracted twice with ethyl acetate. The combined extracts wer... The reactants are [OH-].[Na+] (NaOH), C(#N)[BH3-].[Na+] (sodium cyanoborohydride), O1CCN2C=C(C3=CC=CC1=C23)CN2C(C3=CC=CC=C3C2=O)=O (2-(2,3-dihydro[1,4]oxazino[2,3,4-hi]indol-6-ylmethyl)-1H-isoindole-1,3(2H)-dione). Run in O (H2O), CO (CH3OH), C(=O)(C(F)(F)F)O (TFA). Conditions: time 1 hour. Yields the product O1CCN2CC(C3=CC=CC1=C23)CN2C(C3=CC=CC=C3C2=O)=O ((rac)-2-(2,3,5,6-tetrahydro[1,4]oxazino[2,3,4-hi]indol-6-ylmethyl)-1H-isoindole-1,3(2H)-dione). As a reaction SMILES: C([BH3-])#N.[Na+].[O:5]1[C:15]2=[C:16]3[C:11](=[CH:12][CH:13]=[CH:14]2)[C:10]([CH2:17][N:18]2[C:26](=[O:27])[C:25]4[C:20](=[CH:21][CH:22]=[CH:23][CH:24]=4)[C:19]2=[O:28])=[CH:9][N:8]3[CH2:7][CH2:6]1.[OH-].[Na+]>CO.C(O)(C(F)(F)F)=O.O>[O:5]1[C:15]2=[C:16]3[C:11](=[CH:12][CH:13]=[CH:14]2)[CH:10]([CH2:17][N:18]2[C:26](=[O:27])[C:25]4[C:20](=[CH:21][CH:22]=[CH:23][CH:24]=4)[C:19]2=[O:28])[CH2:9][N:8]3[CH2:7][CH2:6]1 |f:0.1,3.4|. Procedure: A freshly prepared solution of sodium cyanoborohydride (0.093 g, 1.48 mmol) in CH3OH (0.3 mL) was added dropwise to a 0° C. solution of 2-(2,3-dihydro[1,4]oxazino[2,3,4-hi]indol-6-ylmethyl)-1H-isoindole-1,3(2H)-dione (0.094 g, 0.29 mmol) in TFA (3.0 mL). The mixture was stirred at rt for 1 hour and diluted with H2O (10.0 mL) and made basic by the addition of 15% NaOH. The mixture was then extracted with EtOAc (3×). The combined EtOAc solution was dried over MgSO4 and concentrated in vacuo to dry... The reactants are C(=O)(O)[O-].[Na+] (NaHCO3), B(F)(F)F.CCOCC (boron trifluoride diethyl etherate), C(C)[SiH](CC)CC (triethylsilane), COC1C(=CC(C(O1)C1=C(C=NN1C)[N+](=O)[O-])C)C (5-(6-methoxy-3,5-dimethyl-3,6-dihydro-2H-pyran-2-yl)-1-methyl-4-nitro-pyrazole). The solvent is C(Cl)Cl (DCM), C(Cl)Cl (DCM). Conditions: temperature -78 celsius, time 1 hour. Product: CC1C(OCC(=C1)C)C1=C(C=NN1C)[N+](=O)[O-] (5-(3,5-dimethyl-3,6-dihydro-2H-pyran-2-yl)-1-methyl-4-nitro-pyrazole). As a reaction SMILES: CO[CH:3]1[O:8][CH:7]([C:9]2[N:13]([CH3:14])[N:12]=[CH:11][C:10]=2[N+:15]([O-:17])=[O:16])[CH:6]([CH3:18])[CH:5]=[C:4]1[CH3:19].B(F)(F)F.CCOCC.C([SiH](CC)CC)C.C([O-])(O)=O.[Na+]>C(Cl)Cl>[CH3:18][CH:6]1[CH:5]=[C:4]([CH3:19])[CH2:3][O:8][CH:7]1[C:9]1[N:13]([CH3:14])[N:12]=[CH:11][C:10]=1[N+:15]([O-:17])=[O:16] |f:1.2,4.5|. Reported procedure: To a solution of 5-(6-methoxy-3,5-dimethyl-3,6-dihydro-2H-pyran-2-yl)-1-methyl-4-nitro-pyrazole (100 mg, 0.38 mmol) in DCM (1 mL) cooled to −78° C. was added boron trifluoride diethyl etherate (0.14 mL, 1.13 mmol) and triethylsilane (0.36 mL), 2.68 mmol). After stirring at −78° C. for 1 hr, the reaction mixture was allowed to warm to room temperature and stirred for 18 hr. Saturated aqueous NaHCO3 (5 mL) and DCM (5 mL) were added and the organic layer was passed through a phase separation cartri... The reactants are CN(C1=C(C=C(C=C1)[N+](=O)[O-])C(F)(F)F)C (dimethyl-(4-nitro-2-trifluoromethylphenyl)amine), ClC1=CC=C(OCC#N)C=C1 ((4-chlorophenoxy)acetonitrile), CC(C)([O-])C.[K+] (potassium tert-butoxide), O (water). Run in CN(C=O)C (N,N-dimethylformamide). Conditions: time 1 hour. Yields the product CN(C=1C(=CC(=C(C1)CC#N)[N+](=O)[O-])C(F)(F)F)C ((5-Dimethylamino-2-nitro-4-trifluoromethylphenyl)acetonitrile). Isolated yield 9.9%. Reaction SMILES: [CH3:1][N:2]([CH3:16])[C:3]1[CH:8]=[CH:7][C:6]([N+:9]([O-:11])=[O:10])=[CH:5][C:4]=1[C:12]([F:15])([F:14])[F:13].ClC1C=CC(O[CH2:23][C:24]#[N:25])=CC=1.CC(C)([O-])C.[K+].O>CN(C)C=O>[CH3:1][N:2]([CH3:16])[C:3]1[C:4]([C:12]([F:13])([F:14])[F:15])=[CH:5][C:6]([N+:9]([O-:11])=[O:10])=[C:7]([CH2:23][C:24]#[N:25])[CH:8]=1 |f:2.3|. Reported procedure: To a solution of dimethyl-(4-nitro-2-trifluoromethylphenyl)amine (0.95 g) in N,N-dimethylformamide (20 mL) were added (4-chlorophenoxy)acetonitrile (0.75 g) and 1 mol/L potassium tert-butoxide (4.5 mL, in tetrahydrofuran solution) under ice cooling, and this mixture was stirred at the same temperature for 1 hour. This reaction mixture was poured into water, and this mixture was extracted with ethyl acetate. This organic layer was washed with water and brine, and dried over anhydrous magnesium su... RXN SMILES: [CH3:21][CH2:22][O:23][C:24](=[O:25])[CH3:26].[CH3:27][N:28]([CH3:29])[CH:30]=[O:31].[Cl:1][CH2:2][CH2:3][Br:4].[K+:15].[K+:16].[O-:17][C:18]([O-:19])=[O:20].[OH2:32].[o:5]1[n:6][c:7]([OH:14])[c:8]2[c:9]1[cH:10][cH:11][cH:12][cH:13]2>>[Cl:1][CH2:2][CH2:3][O:14][c:7]1[n:6][o:5][c:9]2[c:8]1[cH:13][cH:12][cH:11][cH:10]2. Product: ClCCOc1noc2ccccc12. The reactants are CCOC(C)=O, CN(C)C=O, ClCCBr, [K+], [K+], O=C([O-])[O-], O, Oc1noc2ccccc12.